This data is from the Open Reaction Database (ORD), a public repository of structured organic reaction records. The task is: describe an organic reaction: reactants, conditions, products, and yield Starting materials: OC1=C(C=CC=C1[N+](=O)[O-])C(=O)N1C[C@@H](CC1)O ((2-hydroxy-3-nitrophenyl)-((R)-3-hydroxypyrrolidin-1-yl)methanone), [H][H] (hydrogen). The reagents and catalysts are [Pd] (palladium on carbon). Run in CO (methanol). Product: NC=1C(=C(C=CC1)C(=O)N1C[C@@H](CC1)O)O ((3-amino-2-hydroxyphenyl)-((R)-3-hydroxypyrrolidin-1-yl)methanone). The yield is 62.8%. RXN SMILES: [OH:1][C:2]1[C:7]([N+:8]([O-])=O)=[CH:6][CH:5]=[CH:4][C:3]=1[C:11]([N:13]1[CH2:17][CH2:16][C@@H:15]([OH:18])[CH2:14]1)=[O:12].[H][H]>CO.[Pd]>[NH2:8][C:7]1[C:2]([OH:1])=[C:3]([C:11]([N:13]2[CH2:17][CH2:16][C@@H:15]([OH:18])[CH2:14]2)=[O:12])[CH:4]=[CH:5][CH:6]=1. Procedure details: A solution of 7.83 g (26 mmol, 1 eq) of (2-hydroxy-3-nitrophenyl)-((R)-3-hydroxypyrrolidin-1-yl)methanone at 84% in 100 ml of methanol was stirred at hydrogen atmospheric pressure in the presence of 728 mg (10% by weight) of palladium on carbon at 10% for 16 hours. The reaction medium was filtered and the filtrate was evaporated. The residue was chromatographed on silica gel (column puriFlash IR-50SI/300G, Spot II) eluted with dichloromethane/methanol (96/4). 3.63 g of (3-amino-2-hydroxyphenyl)-... Starting materials: NC(COC1=NOC2=C1C=C(C=C2)Cl)C2=CC(=CC=C2)OC (3-[2-amino-2-(3-methoxyphenyl)ethoxy]-5-chloro-1,2-benzoisoxazole), B(Br)(Br)Br (boron tribromide). The solvent is C(Cl)Cl (methylene chloride), C(Cl)Cl (methylene chloride). The product is NC(COC1=NOC2=C1C=C(C=C2)Cl)C2=CC(=CC=C2)O (3-[2-amino-2-(3-hydroxyphenyl)ethoxy]-5-chloro-1,2-benzoisoxazole). As a reaction SMILES: [NH2:1][CH:2]([C:15]1[CH:20]=[CH:19][CH:18]=[C:17]([O:21]C)[CH:16]=1)[CH2:3][O:4][C:5]1[C:9]2[CH:10]=[C:11]([Cl:14])[CH:12]=[CH:13][C:8]=2[O:7][N:6]=1.B(Br)(Br)Br>C(Cl)Cl>[NH2:1][CH:2]([C:15]1[CH:20]=[CH:19][CH:18]=[C:17]([OH:21])[CH:16]=1)[CH2:3][O:4][C:5]1[C:9]2[CH:10]=[C:11]([Cl:14])[CH:12]=[CH:13][C:8]=2[O:7][N:6]=1. Procedure: To a solution of 2.3 g of 3-[2-amino-2-(3-methoxyphenyl)ethoxy]-5-chloro-1,2-benzoisoxazole in 20 ml of methylene chloride is dropwise added 22 ml of a methylene chloride solution (1.0M) of boron tribromide over 15 minutes with ice-cooling, and they are subjected to reaction at the same temperature for 30 minutes. Subsequently, insolubles are removed by filtration, and water and ethyl acetate are added to the filtrate. The pH is adjusted to 8.5 with a 10% aqueous sodium hydroxide solution, and a...